From a dataset of the Open Reaction Database (ORD), a public repository of structured organic reaction records. describe an organic reaction: reactants, conditions, products, and yield The reactants are C(C(=O)O)(=O)O (ethanedioic acid), COC1=C(C(=O)N2CC2)C=CC=C1 (1-(2-methoxy-benzoyl)aziridine), N1CCC(CC1)N1C(NC2=C1C=CC=C2)=O (1,3-dihydro-1-(4-piperidinyl)-2H-benzimidazol-2-one), CO (methanol). The solvent is C1=CC=CC=C1 (benzene), CC(C)=O (2-propanone). Yields the product C(C(=O)O)(=O)O.O=C1NC2=C(N1C1CCN(CC1)CCNC(C1=C(C=CC=C1)OC)=O)C=CC=C2 (N-{2-[4-(2,3-dihydro-2-oxo-1 H-benzimidazol-1-yl)-1-piperidinyl] ethyl}-2-methoxybenzamide ethanedioate). Reaction SMILES: [CH3:1][O:2][C:3]1[CH:13]=[CH:12][CH:11]=[CH:10][C:4]=1[C:5]([N:7]1[CH2:9][CH2:8]1)=[O:6].[NH:14]1[CH2:19][CH2:18][CH:17]([N:20]2[C:24]3[CH:25]=[CH:26][CH:27]=[CH:28][C:23]=3[NH:22][C:21]2=[O:29])[CH2:16][CH2:15]1.CO.[C:32]([OH:37])(=[O:36])[C:33]([OH:35])=[O:34]>CC(=O)C.C1C=CC=CC=1>[C:32]([OH:37])(=[O:36])[C:33]([OH:35])=[O:34].[O:29]=[C:21]1[N:20]([CH:17]2[CH2:16][CH2:15][N:14]([CH2:8][CH2:9][NH:7][C:5](=[O:6])[C:4]3[CH:10]=[CH:11][CH:12]=[CH:13][C:3]=3[O:2][CH3:1])[CH2:19][CH2:18]2)[C:24]2[CH:25]=[CH:26][CH:27]=[CH:28][C:23]=2[NH:22]1 |f:6.7|. Procedure details: A mixture of 1.75 parts of 1-(2-methoxy-benzoyl)aziridine, 2.18 parts of 1,3-dihydro-1-(4-piperidinyl)-2H-benzimidazol-2-one, 1.6 parts of methanol and 10.8 parts of benzene is stirred and refluxed for 1.50 hours. The reaction mixture is cooled. After the addition of 2-propanone, the whole is acidified with ethanedioic acid. The formed ethanedioate salt is filtered off and crystallized from ethanol 70%, yielding 2.9 parts of N-{2-[4-(2,3-dihydro-2-oxo-1 H-benzimidazol-1-yl)-1-piperidinyl] ethyl}... The reactants are CC(C)(C)OC(=O)NCC(=O)O, CCN=C=NCCCN(C)C, CN(C)c1ccncc1, ClCCl, Cl, C#CC(O)I. Yields the product C#CC(I)OC(=O)CNC(=O)OC(C)(C)C. RXN SMILES: [C:1]([CH3:2])([CH3:3])([CH3:4])[O:5][C:6](=[O:7])[NH:8][CH2:9][C:10](=[O:11])[OH:12].[CH3:19][N:20]([CH3:21])[CH2:22][CH2:23][CH2:24][N:25]=[C:26]=[N:27][CH2:28][CH3:29].[CH3:33][N:34]([CH3:35])[c:36]1[cH:37][cH:38][n:39][cH:40][cH:41]1.[Cl:30][CH2:31][Cl:32].[ClH:18].[I:13][CH:14]([C:15]#[CH:16])[OH:17]>>[C:1]([CH3:2])([CH3:3])([CH3:4])[O:5][C:6](=[O:7])[NH:8][CH2:9][C:10]([O:11][CH:14]([I:13])[C:15]#[CH:16])=[O:12]. The reactants are [CH3], COCCO, COc1cc2nc(Cl)nc(N)c2cc1OC, O=C(C1CCCO1)N1CCNCC1. Product: COc1cc2nc(N3CCN(C(=O)C4CCCO4)CC3)nc(N)c2cc1OC. Reaction SMILES: [CH3:30].[CH3:31][O:32][CH2:33][CH2:34][OH:35].[NH2:1][c:2]1[n:3][c:4]([Cl:16])[n:5][c:6]2[cH:7][c:8]([O:14][CH3:15])[c:9]([O:12][CH3:13])[cH:10][c:11]12.[O:17]1[CH:18]([C:22](=[O:23])[N:24]2[CH2:25][CH2:26][NH:27][CH2:28][CH2:29]2)[CH2:19][CH2:20][CH2:21]1>>[NH2:1][c:2]1[n:3][c:4]([N:27]2[CH2:26][CH2:25][N:24]([C:22]([CH:18]3[O:17][CH2:21][CH2:20][CH2:19]3)=[O:23])[CH2:29][CH2:28]2)[n:5][c:6]2[cH:7][c:8]([O:14][CH3:15])[c:9]([O:12][CH3:13])[cH:10][c:11]12.